Dataset: the Open Reaction Database (ORD), a public repository of structured organic reaction records. Task: describe an organic reaction: reactants, conditions, products, and yield The reactants are CC1C=CC2=CC(C(C)(C)C)CC(O)C2C1(CCC1CC(C(C)(C)C)C(O[SiH](C)C)C(=O)O1)O[SiH](C)C, CCOC(C)(C)C(=O)O. Product: CCOC(C)(C)C(=O)OC1CC(C(C)(C)C)C=C2C=CC(C)C(CCC3CC(C(C)(C)C)C(O[SiH](C)C)C(=O)O3)(O[SiH](C)C)C21. As a reaction SMILES: [C:10]([CH3:11])([CH3:12])([CH3:13])[CH:14]1[CH:15]=[C:16]2[CH:17]=[CH:18][CH:19]([CH3:46])[C:20]([CH2:25][CH2:26][CH:27]3[CH2:28][CH:29]([C:38]([CH3:39])([CH3:40])[CH3:41])[CH:30]([O:34][SiH:35]([CH3:36])[CH3:37])[C:31](=[O:33])[O:32]3)([O:42][SiH:43]([CH3:44])[CH3:45])[CH:21]2[CH:22]([OH:24])[CH2:23]1.[CH2:1]([CH3:2])[O:3][C:4]([C:5](=[O:6])[OH:7])([CH3:8])[CH3:9]>>[CH2:1]([CH3:2])[O:3][C:4]([C:5]([O:6][CH:22]1[CH:21]2[C:16](=[CH:15][CH:14]([C:10]([CH3:11])([CH3:12])[CH3:13])[CH2:23]1)[CH:17]=[CH:18][CH:19]([CH3:46])[C:20]2([CH2:25][CH2:26][CH:27]1[CH2:28][CH:29]([C:38]([CH3:39])([CH3:40])[CH3:41])[CH:30]([O:34][SiH:35]([CH3:36])[CH3:37])[C:31](=[O:33])[O:32]1)[O:42][SiH:43]([CH3:44])[CH3:45])=[O:7])([CH3:8])[CH3:9].